This data is from the Open Reaction Database (ORD), a public repository of structured organic reaction records. The task is: describe an organic reaction: reactants, conditions, products, and yield Reactants: CS(=O)(=O)Cl, Cl, CN(C(=O)N(C)C1CN(C(=O)C2CCC(N)CC2)CC1c1ccc(F)cc1)c1cc(C(F)(F)F)cc(C(F)(F)F)c1. Product: CN(C(=O)N(C)C1CN(C(=O)C2CCC(NS(C)(=O)=O)CC2)CC1c1ccc(F)cc1)c1cc(C(F)(F)F)cc(C(F)(F)F)c1. Reaction SMILES: [CH3:43][S:44]([Cl:45])(=[O:46])=[O:47].[ClH:1].[NH2:2][CH:3]1[CH2:4][CH2:5][CH:6]([C:9](=[O:10])[N:11]2[CH2:12][CH:13]([N:23]([C:24](=[O:25])[N:26]([CH3:27])[c:28]3[cH:29][c:30]([C:38]([F:39])([F:40])[F:41])[cH:31][c:32]([C:34]([F:35])([F:36])[F:37])[cH:33]3)[CH3:42])[CH:14]([c:16]3[cH:17][cH:18][c:19]([F:22])[cH:20][cH:21]3)[CH2:15]2)[CH2:7][CH2:8]1>>[NH:2]([CH:3]1[CH2:4][CH2:5][CH:6]([C:9](=[O:10])[N:11]2[CH2:12][CH:13]([N:23]([C:24](=[O:25])[N:26]([CH3:27])[c:28]3[cH:29][c:30]([C:38]([F:39])([F:40])[F:41])[cH:31][c:32]([C:34]([F:35])([F:36])[F:37])[cH:33]3)[CH3:42])[CH:14]([c:16]3[cH:17][cH:18][c:19]([F:22])[cH:20][cH:21]3)[CH2:15]2)[CH2:7][CH2:8]1)[S:44]([CH3:43])(=[O:46])=[O:47].